Dataset: the Open Reaction Database (ORD), a public repository of structured organic reaction records. Task: describe an organic reaction: reactants, conditions, products, and yield As a reaction SMILES: [CH2:1]([c:2]1[cH:3][cH:4][cH:5][cH:6][cH:7]1)[CH:8]([CH:9]([CH2:10][N:11]([CH2:12][c:13]1[cH:14][c:15]([O:19][CH3:20])[cH:16][cH:17][cH:18]1)[C:21]([O:22][C:23]([CH3:24])([CH3:25])[CH3:26])=[O:27])[OH:28])[NH:29][C:30](=[O:31])[CH:32]([CH2:33][CH2:34][C:35]([N:36]1[CH2:37][CH2:38][CH2:39][CH2:40][CH2:41]1)=[O:42])[NH:43][C:44]([O:45][CH2:46][c:47]1[cH:48][cH:49][cH:50][cH:51][cH:52]1)=[O:53].[ClH:54].[O:55]1[CH2:56][CH2:57][O:58][CH2:59][CH2:60]1>>[CH2:1]([c:2]1[cH:3][cH:4][cH:5][cH:6][cH:7]1)[CH:8]([CH:9]([CH2:10][NH:11][CH2:12][c:13]1[cH:14][c:15]([O:19][CH3:20])[cH:16][cH:17][cH:18]1)[OH:28])[NH:29][C:30](=[O:31])[CH:32]([CH2:33][CH2:34][C:35]([N:36]1[CH2:37][CH2:38][CH2:39][CH2:40][CH2:41]1)=[O:42])[NH:43][C:44]([O:45][CH2:46][c:47]1[cH:48][cH:49][cH:50][cH:51][cH:52]1)=[O:53].[ClH:54]. Reactants: COc1cccc(CN(CC(O)C(Cc2ccccc2)NC(=O)C(CCC(=O)N2CCCCC2)NC(=O)OCc2ccccc2)C(=O)OC(C)(C)C)c1, Cl, C1COCCO1. The product is COc1cccc(CNCC(O)C(Cc2ccccc2)NC(=O)C(CCC(=O)N2CCCCC2)NC(=O)OCc2ccccc2)c1, Cl. Starting materials: FC(OC1=C(CBr)C=CC=C1)(F)F (2-(trifluoromethoxy)benzyl bromide), C(C)(C)(C)ON1C(CC(CC1)(CO)CC1=C(C=CC=C1)OC(F)(F)F)=C=O (N-tert-butoxy-carbonyl-4-(2-trifluoromethoxybenzyl)-4-hydroxymethylpiperidine), Cl.C(#N)C1=CC=C(CN2C(=NC=C2CCl)C)C=C1 (1-(4-cyanobenzyl)-5-chloromethyl-2-methylimidazole hydrochloride salt). Yields the product Cl.COCC1(CCN(CC1)CC1=CN=C(N1CC1=CC=C(C#N)C=C1)C)CC1=C(C=CC=C1)OC(F)(F)F (4-{5-[4-Methoxymethyl-4-(2-trifluoromethoxybenzyl)-piperidine-1-ylmethyl]-2-methylimidazol-1-ylmethyl}benzonitrile hydrochloride salt). As a reaction SMILES: F[C:2](F)(F)OC1C=CC=CC=1CBr.C(O[N:19]1[CH2:24][CH2:23][C:22]([CH2:27][C:28]2[CH:33]=[CH:32][CH:31]=[CH:30][C:29]=2[O:34][C:35]([F:38])([F:37])[F:36])([CH2:25][OH:26])[CH2:21][C:20]1=C=O)(C)(C)C.Cl.[C:42]([C:44]1[CH:58]=[CH:57][C:47]([CH2:48][N:49]2[C:53]([CH2:54][Cl:55])=[CH:52][N:51]=[C:50]2[CH3:56])=[CH:46][CH:45]=1)#[N:43]>>[ClH:55].[CH3:2][O:26][CH2:25][C:22]1([CH2:27][C:28]2[CH:33]=[CH:32][CH:31]=[CH:30][C:29]=2[O:34][C:35]([F:38])([F:36])[F:37])[CH2:21][CH2:20][N:19]([CH2:54][C:53]2[N:49]([CH2:48][C:47]3[CH:57]=[CH:58][C:44]([C:42]#[N:43])=[CH:45][CH:46]=3)[C:50]([CH3:56])=[N:51][CH:52]=2)[CH2:24][CH2:23]1 |f:2.3,4.5|. Procedure: The title compound was prepared using the protocol described in Example 30, Step A-C using 2-(trifluoromethoxy)benzyl bromide in Step B, and in Example 52, Step B-E substituting N-tert-butoxycarbonyl-4-(3-methylbenzyl)-4-hydroxymethylpiperidine with N-tert-butoxy-carbonyl-4-(2-trifluoromethoxybenzyl)-4-hydroxymethylpiperidine in Step B, and substituting 1-(4-cyanobenzyl)-5-chloromethyl-imidazole hydrochloride salt with 1-(4-cyanobenzyl)-5-chloromethyl-2-methylimidazole hydrochloride salt in Step... Reactants: NCCSCC1=CC(=C(O1)CN(C)C)C (5-[[2-(amino)ethyl]thio]methyl-N,N,3-trimethyl-2-furanmethanamine), [N+](=O)([O-])NC(SC)=N (N-nitro-S-methyl-isothiourea). Run in C(C)O (ethanol). Run at time 30 minute. Yields the product CN(C)CC1=C(C=C(O1)CSCCNC(=N)N[N+](=O)[O-])C (N-[2-[[5-(Dimethylaminomethyl)-4-methyl-2-furanylmethyl]thio]ethyl]-N'-nitroguanidine). As a reaction SMILES: [NH2:1][CH2:2][CH2:3][S:4][CH2:5][C:6]1[O:10][C:9]([CH2:11][N:12]([CH3:14])[CH3:13])=[C:8]([CH3:15])[CH:7]=1.[N+:16]([NH:19][C:20](=[NH:23])SC)([O-:18])=[O:17]>C(O)C>[CH3:13][N:12]([CH2:11][C:9]1[O:10][C:6]([CH2:5][S:4][CH2:3][CH2:2][NH:1][C:20]([NH:19][N+:16]([O-:18])=[O:17])=[NH:23])=[CH:7][C:8]=1[CH3:15])[CH3:14]. Procedure: A solution of 5-[[2-(amino)ethyl]thio]methyl-N,N,3-trimethyl-2-furanmethanamine (1.14 g) and N-nitro-S-methyl-isothiourea (0.65 g) in ethanol (10 ml) was warmed for 5 minutes and stirred for 30 minutes at ambient temperature. The solvent was removed in vacuo and the residue purified by column chromatography (silica/methanol: 0.88 ammonia 100:1). The resulting oil was triturated with petroleum ether (40°-60°) and the solid residue crystallised from toluene yielding the title compound (0.5 g) as a... The reactants are FC=1C=C(C=C(C1)F)CC(=O)O (3,5-difluorophenylacetic acid), Cl.NC(C)C=1SC[C@@H](N1)C(=O)OCC ((S)-2-(1-aminoethyl)-4-ethoxycarbonyl-2-thiazoline hydrochloride), EtOAc hexanes. The product is FC=1C=C(C=C(C1)F)CC(=O)NC(C)C=1SC[C@@H](N1)C(=O)OCC ((S)-2-[1-(3,5-difluorophenylacetamido)ethyl]-4-ethoxycarbonyl-2-thiazoline). As a reaction SMILES: [F:1][C:2]1[CH:3]=[C:4]([CH2:9][C:10]([OH:12])=O)[CH:5]=[C:6]([F:8])[CH:7]=1.Cl.[NH2:14][CH:15]([C:17]1[S:18][CH2:19][C@H:20]([C:22]([O:24][CH2:25][CH3:26])=[O:23])[N:21]=1)[CH3:16]>>[F:8][C:6]1[CH:5]=[C:4]([CH2:9][C:10]([NH:14][CH:15]([C:17]2[S:18][CH2:19][C@H:20]([C:22]([O:24][CH2:25][CH3:26])=[O:23])[N:21]=2)[CH3:16])=[O:12])[CH:3]=[C:2]([F:1])[CH:7]=1 |f:1.2|. Procedure details: Following General Procedure A above and using 3,5-difluorophenylacetic acid (Aldrich) and (S)-2-(1-aminoethyl)-4-ethoxycarbonyl-2-thiazoline hydrochloride (Example G), the title compound was prepared as a semisolid. The reaction was monitored by tlc (Rf=0.2 in 1:1 EtOAc/hexanes) and the product was purified by silica gel chromatography using 1:1 EtOAc/hexanes as the eluent. Reactants: O=C([O-])[O-], CN(C)C=O, O=[N+]([O-])c1ccc(Cl)cc1, [K+], [K+], O, Oc1cccnc1. Product: O=[N+]([O-])c1ccc(Oc2cccnc2)cc1. RXN SMILES: [C:18](=[O:19])([O-:20])[O-:21].[CH3:25][N:26]([CH3:27])[CH:28]=[O:29].[Cl:1][c:2]1[cH:3][cH:4][c:5]([N+:8](=[O:9])[O-:10])[cH:6][cH:7]1.[K+:22].[K+:23].[OH2:24].[OH:11][c:12]1[cH:13][n:14][cH:15][cH:16][cH:17]1>>[c:2]1([O:11][c:12]2[cH:13][n:14][cH:15][cH:16][cH:17]2)[cH:3][cH:4][c:5]([N+:8](=[O:9])[O-:10])[cH:6][cH:7]1.